Dataset: the Open Reaction Database (ORD), a public repository of structured organic reaction records. Task: describe an organic reaction: reactants, conditions, products, and yield Reactants: CC(C)(C)OC(=O)NC(CO)CC1CCC2(CC2)OC1, Cc1ccc(S(=O)(=O)Cl)cc1, c1ccncc1. Yields the product Cc1ccc(S(=O)(=O)OCC(CC2CCC3(CC3)OC2)NC(=O)OC(C)(C)C)cc1. Reaction SMILES: [CH2:1]1[CH2:2][C:3]12[O:4][CH2:5][CH:6]([CH2:9][CH:10]([CH2:11][OH:12])[NH:13][C:14]([O:15][C:16]([CH3:17])([CH3:18])[CH3:19])=[O:20])[CH2:7][CH2:8]2.[S:21](=[O:22])(=[O:23])([c:24]1[cH:25][cH:26][c:27]([CH3:28])[cH:29][cH:30]1)[Cl:31].[cH:32]1[cH:33][cH:34][n:35][cH:36][cH:37]1>>[CH2:1]1[CH2:2][C:3]12[O:4][CH2:5][CH:6]([CH2:9][CH:10]([CH2:11][O:12][S:21](=[O:22])(=[O:23])[c:24]1[cH:25][cH:26][c:27]([CH3:28])[cH:29][cH:30]1)[NH:13][C:14]([O:15][C:16]([CH3:17])([CH3:18])[CH3:19])=[O:20])[CH2:7][CH2:8]2. Reactants: O1C(CCCC1)OC(C)C#CC1=CC=C(C=C1)Cl (2-tetrahydropyranyloxy-4-(p-chlorophenyl)-3-butyne), C1(=CC=C(C=C1)S(=O)(=O)O)C (p-toluenesulphonic acid), C([O-])([O-])=O.[K+].[K+] (potassium carbonate). Solvent: C(C)O (ethanol). The product is OC(C)C#CC1=CC=C(C=C1)Cl (2-Hydroxy-4-(p-chlorophenyl)-3-butyne). RXN SMILES: O1CCCCC1[O:7][CH:8]([C:10]#[C:11][C:12]1[CH:17]=[CH:16][C:15]([Cl:18])=[CH:14][CH:13]=1)[CH3:9].C1(C)C=CC(S(O)(=O)=O)=CC=1.C(=O)([O-])[O-].[K+].[K+]>C(O)C>[OH:7][CH:8]([C:10]#[C:11][C:12]1[CH:13]=[CH:14][C:15]([Cl:18])=[CH:16][CH:17]=1)[CH3:9] |f:2.3.4|. Reported procedure: The product prepared in step (c) above (0.05 mol) and p-toluenesulphonic acid (1 g) dissolved in ethanol (50 ml) is refluxed for 3 hours. After cooling, 2 to 3 g potassium carbonate is added and the mixture is filtered. The ethanol is removed in vacuo and the residue is taken up in ether/water (40 ml/10 ml). The ether layer is washed, dried and the ether is removed in vacuo. The residue is distilled to afford the title compound in almost quantitative yield.